Dataset: the Open Reaction Database (ORD), a public repository of structured organic reaction records. Task: describe an organic reaction: reactants, conditions, products, and yield Reactants: C(C)(C)C1=NN=C2N1C=C(C=C2)SC2=C(C=CC=C2)CO ([2-(3-Isopropyl-[1,2,4]triazolo[4,3-a]pyridin-6-ylsulfanyl)-phenyl]-methanol), C(C)N=C=O (ethyl isocyanate), C(C)N=C=O (ethyl isocyanate). The solvent is ClCCl (dichloromethane). Conditions: temperature 50 celsius, time 16 hour. Yields the product C(C)(C)C1=NN=C2N1C=C(C=C2)SC2=C(COC(NCC)=O)C=CC=C2 (Ethyl-carbamic acid 2-(3-isopropyl-[1,2,4]triazolo[4,3-a]pyridin-6-ylsulfanyl)-benzyl ester). Yield: 81.0%. Reaction SMILES: [CH:1]([C:4]1[N:8]2[CH:9]=[C:10]([S:13][C:14]3[CH:19]=[CH:18][CH:17]=[CH:16][C:15]=3[CH2:20][OH:21])[CH:11]=[CH:12][C:7]2=[N:6][N:5]=1)([CH3:3])[CH3:2].[CH2:22]([N:24]=[C:25]=[O:26])[CH3:23]>ClCCl>[CH:1]([C:4]1[N:8]2[CH:9]=[C:10]([S:13][C:14]3[CH:19]=[CH:18][CH:17]=[CH:16][C:15]=3[CH2:20][O:21][C:25](=[O:26])[NH:24][CH2:22][CH3:23])[CH:11]=[CH:12][C:7]2=[N:6][N:5]=1)([CH3:3])[CH3:2]. Reported procedure: To a solution of [2-(3-Isopropyl-[1,2,4]triazolo[4,3-a]pyridin-6-ylsulfanyl)-phenyl]-methanol (45.0 mg, 0.15 mmol) in dichloromethane (1.5 mL) under nitrogen at ambient temperature was added ethyl isocyanate (12.0 μL, 0.15 mmol). The reaction was heated to 50° C. for 1 hour. The reaction was cooled, ethyl isocyanate added (30 μL, 0.38 mmol), and stirred at ambient temperature for 16 hours. The reaction was concentrated in vacuo to an oil. The residue was triturated from ether to give the title c...